Dataset: the Open Reaction Database (ORD), a public repository of structured organic reaction records. Task: describe an organic reaction: reactants, conditions, products, and yield Starting materials: Cl (hydrogen chloride), CN(C)CN=CC1CCNCC1 (4-(dimethylaminomethyliminomethyl)piperidine), ClC1=CC=C(C=C1)OCCBr (2-bromoethyl 4-chlorophenyl ether), C1(=CC=CC=C1)C (toluene). Run in C(C)N(CC)CC (triethylamine), CCOCC (ether). Conditions: time 16 hour. The product is Cl.Cl.NCC1CCN(CC1)CCOC1=CC=C(C=C1)Cl (4-aminomethyl-1-[2-(4-chlorophenoxy)ethyl]piperidine dihydrochloride). Reaction SMILES: CN(C[N:5]=[CH:6][CH:7]1[CH2:12][CH2:11][NH:10][CH2:9][CH2:8]1)C.[Cl:13][C:14]1[CH:19]=[CH:18][C:17]([O:20][CH2:21][CH2:22]Br)=[CH:16][CH:15]=1.C1(C)C=CC=CC=1.[ClH:31]>CCOCC.C(N(CC)CC)C>[ClH:13].[ClH:31].[NH2:5][CH2:6][CH:7]1[CH2:8][CH2:9][N:10]([CH2:22][CH2:21][O:20][C:17]2[CH:18]=[CH:19][C:14]([Cl:13])=[CH:15][CH:16]=2)[CH2:11][CH2:12]1 |f:6.7.8|. Procedure: A mixture of 4-(dimethylaminomethyliminomethyl)piperidine (7.2 g, prepared as in Example 1), 2-bromoethyl 4-chlorophenyl ether (10.0 g), toluene (100 ml) and triethylamine (5.9 ml) was heated on a steam bath for 6 hours. The mixture was evaporated to dryness and the residue was dissolved in a 1:1 mixture of methanol/concentrated aqueous ammonia solution (S.G. 0.880, 80 ml). The mixture was stirred at ambient temperature for 16 hours and then evaporated to dryness. Water (50 ml) was added to the ... Reactants: CCCCCCCCCCCCCCCC(=O)OCC(COP(=O)(O)OCC[N+](C)(C)C)OC(C)=O, CC(=O)OC(C)=O, CN(C)c1ccncc1, Cc1ccccc1. The product is CCCCCCCCCCCCCCCC(=O)OCC(CO)OC(C)=O. RXN SMILES: [C:1]([CH2:2][CH2:3][CH2:4][CH2:5][CH2:6][CH2:7][CH2:8][CH2:9][CH2:10][CH2:11][CH2:12][CH2:13][CH2:14][CH2:15][CH3:16])(=[O:17])[O:18][CH2:19][CH:20]([O:21][C:22]([CH3:23])=[O:24])[CH2:25][O:26][P:27]([O:28][CH2:29][CH2:30][N+:31]([CH3:32])([CH3:33])[CH3:34])([OH:35])=[O:36].[CH3:37][C:38]([O:39][C:40](=[O:41])[CH3:42])=[O:43].[CH3:44][N:45]([CH3:46])[c:47]1[cH:48][cH:49][n:50][cH:51][cH:52]1.[CH3:53][c:54]1[cH:55][cH:56][cH:57][cH:58][cH:59]1>>[C:1]([CH2:2][CH2:3][CH2:4][CH2:5][CH2:6][CH2:7][CH2:8][CH2:9][CH2:10][CH2:11][CH2:12][CH2:13][CH2:14][CH2:15][CH3:16])(=[O:17])[O:18][CH2:19][CH:20]([O:21][C:22]([CH3:23])=[O:24])[CH2:25][OH:26]. Isolated yield 75.0%. Starting materials: OC1=CC=C(C=2C=CC=NC12)C=O (8-hydroxy-5-quinolinecarboxaldehyde), C1(=CC=CC=C1)NC(CC#N)=O (N-phenyl cyanoacetamide), N1CCCCC1 (piperidine). Reported procedure: A solution of 8-hydroxy-5-quinolinecarboxaldehyde (1.732 g, 0.010 mol), N-phenyl cyanoacetamide (1.602 g, 0.010 mol) and piperidine (0.255 g, 0.003 mol) in absolute ethanol (50 ml) was heated for 3 h at reflux. The reaction mixture was chilled to about 10°-15° C., the precipitate filtered, the residue washed with ice-cooled ethanol and dried under vacuum. Almost pure title compound was obtained in about 75% yield (2.365 g). Solvent: C(C)O (ethanol). Product: C1(=CC=CC=C1)NC(C(=CC1=C2C=CC=NC2=C(C=C1)O)C#N)=O (N-phenyl β-(8-hydroxy-5-quinolyl)-α-cyanoacrylamide). Reaction SMILES: [OH:1][C:2]1[C:11]2[N:10]=[CH:9][CH:8]=[CH:7][C:6]=2[C:5]([CH:12]=O)=[CH:4][CH:3]=1.[C:14]1([NH:20][C:21](=[O:25])[CH2:22][C:23]#[N:24])[CH:19]=[CH:18][CH:17]=[CH:16][CH:15]=1.N1CCCCC1>C(O)C>[C:14]1([NH:20][C:21](=[O:25])[C:22]([C:23]#[N:24])=[CH:12][C:5]2[CH:4]=[CH:3][C:2]([OH:1])=[C:11]3[C:6]=2[CH:7]=[CH:8][CH:9]=[N:10]3)[CH:19]=[CH:18][CH:17]=[CH:16][CH:15]=1. Starting materials: [N+](=O)([O-])C=1C=C2CC(CC2=CC1)NC(C)=O (N-(5-nitro-indan-2-yl)-acetamide). The reagents and catalysts are [Pd] (palladium on carbon). Solvent: C(C)O (ethanol). Run at time 2 hour. Product: NC=1C=C2CC(CC2=CC1)NC(C)=O (N-(5-amino-indan-2-yl)-acetamide). RXN SMILES: [N+:1]([C:4]1[CH:5]=[C:6]2[C:10](=[CH:11][CH:12]=1)[CH2:9][CH:8]([NH:13][C:14](=[O:16])[CH3:15])[CH2:7]2)([O-])=O>C(O)C.[Pd]>[NH2:1][C:4]1[CH:5]=[C:6]2[C:10](=[CH:11][CH:12]=1)[CH2:9][CH:8]([NH:13][C:14](=[O:16])[CH3:15])[CH2:7]2. Reported procedure: A solution of N-(5-nitro-indan-2-yl)-acetamide (Bigge, C. F.; Retz, D. M. WO 9617832 A1) (0.37 g, 1.68 mmol) in ethanol (10 mL) is degassed and 10% palladium on carbon added (0.05 g). The reaction mixture is evacuated and placed under 1 atm H2(g) for 2 h. Fitration of the reaction mixture through Celite is followed by concentration of the filtrate under reduced pressure to give N-(5-amino-indan-2-yl)-acetamide as a white solid which is used directly without further purification. 1H NMR (DMSO-d6,... The reactants are C(=O)(OC)C1=CC2=C(NC(=N2)S)C=C1C (5-carbomethoxy-6-methyl-2-mercapto-1H-benzimidazole), Cl.C1(CC1)COC1=C(C(=NC=C1)CCl)OC (4-cyclopropylmethoxy-3-methoxy-2-chloromethyl pyridine hydrochloride). The solvent is CO (methanol), CO (methanol). Yields the product C(=O)(OC)C1=CC2=C(NC(=N2)SCC2=NC=CC(=C2OC)OCC2CC2)C=C1C (5-Carbomethoxy-6-methyl-2-[[(4-cyclopropylmethoxy-3-methoxy-2-pyridinyl)methyl]thio]-1H-benzimidazole). Isolated yield 100.8%. Reaction SMILES: [C:1]([C:5]1[C:14]([CH3:15])=[CH:13][C:8]2[NH:9][C:10]([SH:12])=[N:11][C:7]=2[CH:6]=1)([O:3][CH3:4])=[O:2].Cl.[CH:17]1([CH2:20][O:21][C:22]2[CH:27]=[CH:26][N:25]=[C:24]([CH2:28]Cl)[C:23]=2[O:30][CH3:31])[CH2:19][CH2:18]1>CO>[C:1]([C:5]1[C:14]([CH3:15])=[CH:13][C:8]2[NH:9][C:10]([S:12][CH2:28][C:24]3[C:23]([O:30][CH3:31])=[C:22]([O:21][CH2:20][CH:17]4[CH2:19][CH2:18]4)[CH:27]=[CH:26][N:25]=3)=[N:11][C:7]=2[CH:6]=1)([O:3][CH3:4])=[O:2] |f:1.2|. Reported procedure: To a solution of 5-carbomethoxy-6-methyl-2-mercapto-1H-benzimidazole (0.58 g, 2.6 mmol) in methanol (25 ml) aqueous NaOH (1.0 ml 5M, 5.0 mmol) and 4-cyclopropylmethoxy-3-methoxy-2-chloromethyl pyridine hydrochloride (prepared according to processes known per se.) (0.63 g, 2.4 mmol) dissolved in methanol (25 ml were added in the given order. The mixture was refluxed for one hour whereupon the solution was evaporated. The residue was partitioned between methylene chloride and water. After separati... Starting materials: C(C1=CC=CC=C1)(=O)NC(NC1=C(C(=C(S1)C(=O)OC(C)(C)C)C)C#N)=O (tert-butyl 5-(3-benzoylureido)-4-cyano-3-methylthiophene-2-carboxylate), [OH-].[Na+] (NaOH). Run in CCO (EtOH). The product is NC=1C2=C(NC(N1)=O)SC(=C2C)C(=O)OC(C)(C)C (tert-Butyl 4-amino-5-methyl-2-oxo-1,2-dihydrothieno[2,3-d]pyrimidine-6-carboxylate). Yield: 63.0%. RXN SMILES: C([NH:9][C:10](=[O:27])[NH:11][C:12]1[S:16][C:15]([C:17]([O:19][C:20]([CH3:23])([CH3:22])[CH3:21])=[O:18])=[C:14]([CH3:24])[C:13]=1[C:25]#[N:26])(=O)C1C=CC=CC=1.[OH-].[Na+]>CCO>[NH2:26][C:25]1[C:13]2[C:14]([CH3:24])=[C:15]([C:17]([O:19][C:20]([CH3:23])([CH3:22])[CH3:21])=[O:18])[S:16][C:12]=2[NH:11][C:10](=[O:27])[N:9]=1 |f:1.2|. Procedure: To a suspension of tert-butyl 5-(3-benzoylureido)-4-cyano-3-methylthiophene-2-carboxylate (example 64a) (18 g, 60.52 mmol) in EtOH (200 mL) was added NaOH (75 mL, 2N). The suspension became clear, and the mixture was heated to reflux for 30 min. After cooling to rt, the reaction was filtered, and the filtrate was cooled to 0° C. in an ice/water bath. The solution was neutralized with 10% acetic acid. The precipitated solid was collected by filtration, and heated in EtOH at 80° C. under N2 for 20... The reactants are COC1=C(C=CC=C1)NC(NC1=C(C=C(C=C1)CC(=O)OC(C)(C)C)C)=O (tert-butyl 4-[N′-(2-methoxyphenyl)ureido]-3-methylphenylacetate), FC(C(=O)O)(F)F (trifluoroacetic acid). Solvent: C(Cl)Cl (CH2Cl2). The product is COC1=C(C=CC=C1)NC(NC1=C(C=C(C=C1)CC(=O)O)C)=O (4-[N′-(2-methoxyphenyl)ureido]-3-methylphenylacetic acid). Yield: 83.3%. RXN SMILES: [CH3:1][O:2][C:3]1[CH:8]=[CH:7][CH:6]=[CH:5][C:4]=1[NH:9][C:10](=[O:27])[NH:11][C:12]1[CH:17]=[CH:16][C:15]([CH2:18][C:19]([O:21]C(C)(C)C)=[O:20])=[CH:14][C:13]=1[CH3:26].FC(F)(F)C(O)=O>C(Cl)Cl>[CH3:1][O:2][C:3]1[CH:8]=[CH:7][CH:6]=[CH:5][C:4]=1[NH:9][C:10](=[O:27])[NH:11][C:12]1[CH:17]=[CH:16][C:15]([CH2:18][C:19]([OH:21])=[O:20])=[CH:14][C:13]=1[CH3:26]. Procedure details: To a stirred solution of tert-butyl 4-[N′-(2-methoxyphenyl)ureido]-3-methylphenylacetate (1.32 g, 3.56 mmol) in CH2Cl2 (15 ml) was added trifluoroacetic acid (10 ml), and the resulting mixture was heated under reflux for 30 min. The mixture was concentrated in vacuo and added water to give precipitate which was collected by filtration. The crude solid was recrystallized from EtOH/hexane to give 4-[N′-(2-methoxyphenyl)ureido]-3-methylphenylacetic acid (932 mg, 83%) as a white powder. mp 260-264° ...